From a dataset of the Open Reaction Database (ORD), a public repository of structured organic reaction records. describe an organic reaction: reactants, conditions, products, and yield Starting materials: BrB(Br)Br, CCOC(=O)C(C)CC(Cc1ccc(-c2ccccc2)cc1)NC(=O)c1cc(F)c(OC)c(F)c1, ClCCl. Yields the product CCOC(=O)C(C)CC(Cc1ccc(-c2ccccc2)cc1)NC(=O)c1cc(F)c(O)c(F)c1. As a reaction SMILES: [B:36]([Br:37])([Br:38])[Br:39].[CH2:1]([CH3:2])[O:3][C:4]([CH:5]([CH2:6][CH:7]([CH2:8][c:9]1[cH:10][cH:11][c:12](-[c:15]2[cH:16][cH:17][cH:18][cH:19][cH:20]2)[cH:13][cH:14]1)[NH:21][C:22]([c:23]1[cH:24][c:25]([F:32])[c:26]([O:30][CH3:31])[c:27]([F:29])[cH:28]1)=[O:33])[CH3:34])=[O:35].[Cl:40][CH2:41][Cl:42]>>[CH2:1]([CH3:2])[O:3][C:4]([CH:5]([CH2:6][CH:7]([CH2:8][c:9]1[cH:10][cH:11][c:12](-[c:15]2[cH:16][cH:17][cH:18][cH:19][cH:20]2)[cH:13][cH:14]1)[NH:21][C:22]([c:23]1[cH:24][c:25]([F:32])[c:26]([OH:30])[c:27]([F:29])[cH:28]1)=[O:33])[CH3:34])=[O:35]. Reactants: CCO, CC1(C)OC(=O)C=C(CC(O)(C#Cc2ccc(C3(C#N)CC3)c(F)c2)C2CCCC2)O1. The product is CC1(C)OC(=O)C=C(CC(O)(CCc2ccc(C3(C#N)CC3)c(F)c2)C2CCCC2)O1. As a reaction SMILES: [CH3:32][CH2:33][OH:34].[CH:1]1([C:6]([C:7]#[C:8][c:9]2[cH:10][c:11]([F:20])[c:12]([C:15]3([C:18]#[N:19])[CH2:16][CH2:17]3)[cH:13][cH:14]2)([CH2:21][C:22]2=[CH:27][C:26](=[O:28])[O:25][C:24]([CH3:29])([CH3:30])[O:23]2)[OH:31])[CH2:2][CH2:3][CH2:4][CH2:5]1>>[CH:1]1([C:6]([CH2:7][CH2:8][c:9]2[cH:10][c:11]([F:20])[c:12]([C:15]3([C:18]#[N:19])[CH2:16][CH2:17]3)[cH:13][cH:14]2)([CH2:21][C:22]2=[CH:27][C:26](=[O:28])[O:25][C:24]([CH3:29])([CH3:30])[O:23]2)[OH:31])[CH2:2][CH2:3][CH2:4][CH2:5]1. Reactants: NCCCCCCN1CCC(CC1)C=1C=C(C=CC1)NC(C(C)C)=O (N-{3-[1-(6-aminohexyl)-4-piperidinyl]phenyl}-2-methylpropanamide), C1(=CC=CC2=CC=CC=C12)N=C=O (1-naphthyl isocyanate). The solvent is C1CCOC1 (THF). The product is CC(C(=O)NC1=CC(=CC=C1)C1CCN(CC1)CCCCCCNC(=O)NC1=CC=CC2=CC=CC=C12)C (2-METHYL-N-{3-[1-(6-{[(1-NAPHTHYLAMINO)CARBONYL]AMINO}HEXYL)-4-PIPERIDINYL]PHENYL}PROPANAMIDE). Reaction SMILES: [NH2:1][CH2:2][CH2:3][CH2:4][CH2:5][CH2:6][CH2:7][N:8]1[CH2:13][CH2:12][CH:11]([C:14]2[CH:15]=[C:16]([NH:20][C:21](=[O:25])[CH:22]([CH3:24])[CH3:23])[CH:17]=[CH:18][CH:19]=2)[CH2:10][CH2:9]1.[C:26]1([N:36]=[C:37]=[O:38])[C:35]2[C:30](=[CH:31][CH:32]=[CH:33][CH:34]=2)[CH:29]=[CH:28][CH:27]=1>C1COCC1>[CH3:24][CH:22]([CH3:23])[C:21]([NH:20][C:16]1[CH:17]=[CH:18][CH:19]=[C:14]([CH:11]2[CH2:12][CH2:13][N:8]([CH2:7][CH2:6][CH2:5][CH2:4][CH2:3][CH2:2][NH:1][C:37]([NH:36][C:26]3[C:35]4[C:30](=[CH:31][CH:32]=[CH:33][CH:34]=4)[CH:29]=[CH:28][CH:27]=3)=[O:38])[CH2:9][CH2:10]2)[CH:15]=1)=[O:25]. Reported procedure: Prepared by Procedure Q1 (THF) and Scheme AT using N-{3-[1-(6-aminohexyl)-4-piperidinyl]phenyl}-2-methylpropanamide and 1-naphthyl isocyanate: ESMS m/e: 515.3 (M+H)+. Starting materials: C(C)#N (acetonitrile), Cl (hydrogen chloride), CN1CCC(CC1)C1(C=2N(C=CC3=C1C=C(C=C3)Br)C=CC2)O (1-Methyl-4-(9-bromo-11-hydroxy-11H-pyrrolo[2,1-b][3]benzazepin-11-yl)piperidine). Solvent: C(Cl)(Cl)Cl (chloroform). Conditions: time 6 hour. The product is CN1CCC(CC1)=C1C=2N(C=CC3=C1C=C(C=C3)Br)C=CC2 (1-methyl-4-(9-bromo-11H-pyrrolo[2,1-b][3]benzazepin-11-ylidene)piperidine). The yield is 64.5%. Reaction SMILES: [CH3:1][N:2]1[CH2:7][CH2:6][CH:5]([C:8]2(O)[C:14]3[CH:15]=[C:16]([Br:19])[CH:17]=[CH:18][C:13]=3[CH:12]=[CH:11][N:10]3[CH:20]=[CH:21][CH:22]=[C:9]23)[CH2:4][CH2:3]1.Cl.C(#N)C>C(Cl)(Cl)Cl>[CH3:1][N:2]1[CH2:3][CH2:4][C:5](=[C:8]2[C:14]3[CH:15]=[C:16]([Br:19])[CH:17]=[CH:18][C:13]=3[CH:12]=[CH:11][N:10]3[CH:20]=[CH:21][CH:22]=[C:9]23)[CH2:6][CH2:7]1. Procedure: 1-Methyl-4-(9-bromo-11-hydroxy-11H-pyrrolo[2,1-b][3]benzazepin-11-yl)piperidine (8.8 g) is dissolved in 500 ml of chloroform and the solution stirred in an ice bath while dry hydrogen chloride gas is bubbled in until the solution is acidic. The flask is then stoppered and the mixture stirred at room temperature for six hours following which the mixture is carefully basified with dilute aqueous sodium carbonate. The layers are separated, the aqueous extracted twice with chloroform and the combine... Reactants: C(C1=CC=CC=C1)(C1=CC=CC=C1)=NC1=C(C#N)C=CC(=C1)C (2-(benzhydrylidene-amino)-4-methyl-benzonitrile), BrN1C(CCC1=O)=O (N-bromosuccinimide), C(C1=CC=CC=C1)(=O)OOC(C1=CC=CC=C1)=O (benzoyl peroxide), monobromide, dibromide. Run in C(Cl)(Cl)(Cl)Cl (CCl4). The product is C(C1=CC=CC=C1)(C1=CC=CC=C1)=NC1=C(C#N)C=CC(=C1)CBr (2-(Benzhydrylidene-amino)-4-bromomethyl-benzonitrile). RXN SMILES: [C:1](=[N:14][C:15]1[CH:22]=[C:21]([CH3:23])[CH:20]=[CH:19][C:16]=1[C:17]#[N:18])([C:8]1[CH:13]=[CH:12][CH:11]=[CH:10][CH:9]=1)[C:2]1[CH:7]=[CH:6][CH:5]=[CH:4][CH:3]=1.[Br:24]N1C(=O)CCC1=O.C(OOC(=O)C1C=CC=CC=1)(=O)C1C=CC=CC=1>C(Cl)(Cl)(Cl)Cl>[C:1](=[N:14][C:15]1[CH:22]=[C:21]([CH2:23][Br:24])[CH:20]=[CH:19][C:16]=1[C:17]#[N:18])([C:8]1[CH:13]=[CH:12][CH:11]=[CH:10][CH:9]=1)[C:2]1[CH:3]=[CH:4][CH:5]=[CH:6][CH:7]=1. Procedure details: To a solution of 2-(benzhydrylidene-amino)-4-methyl-benzonitrile (11.2 g, 37.8 mmol) in 500 mL of CCl4 is added N-bromosuccinimide (7.06 g, 39.7 mmol), and benzoyl peroxide (0.92 g, 3.8 mmol). The solution is heated to reflux for 16 hours. After this time, the solution is filtered and the organic solution is concentrated under vacuum. The residue is purified by column chromatography eluting with a gradient of 20% t-butyl ether/hexanes to 25% t-butyl ether/hexanes. The product is obtained as an o... Reactants: C(C)(C)(C)OC(NC1=CC=C(C=C1)C1=NC(=C(N=C1)C(C)=O)Cl)=O ([4-(5-Acetyl-6-chloro-pyrazin-2-yl)-phenyl]-carbamic acid tert-butyl ester), NN (hydrazine). The solvent is CC(C)O (iPrOH), O (water). Reaction conditions: temperature 120 celsius. Yields the product C(C)(C)(C)OC(NC1=CC=C(C=C1)C1=CN=C2C(=N1)NN=C2C)=O ([4-(3-methyl-1H-pyrazolo[3,4-b]pyrazin-6-yl)-phenyl]-carbamic acid tert-butyl ester). RXN SMILES: [C:1]([O:5][C:6](=[O:24])[NH:7][C:8]1[CH:13]=[CH:12][C:11]([C:14]2[CH:19]=[N:18][C:17]([C:20](=O)[CH3:21])=[C:16](Cl)[N:15]=2)=[CH:10][CH:9]=1)([CH3:4])([CH3:3])[CH3:2].[NH2:25][NH2:26]>CC(O)C.O>[C:1]([O:5][C:6](=[O:24])[NH:7][C:8]1[CH:13]=[CH:12][C:11]([C:14]2[N:15]=[C:16]3[NH:25][N:26]=[C:20]([CH3:21])[C:17]3=[N:18][CH:19]=2)=[CH:10][CH:9]=1)([CH3:4])([CH3:3])[CH3:2]. Reported procedure: [4-(5-Acetyl-6-chloro-pyrazin-2-yl)-phenyl]-carbamic acid tert-butyl ester (2.18 g) was suspended in a mixture of 21 ml iPrOH and 21 ml 35% hydrazine in water at RT and heated to 120° C. by microwave irradiation for 20 min under stirring in a sealed vessel. The reaction mixture was left to cool to RT, quenched with a saturated aqueous sodium bicarbonate solution (10 ml) and extracted with EtOAc (3×30 ml). The combined organic phases were dried over sodium sulfate, filtered and evaporated to affo...